From a dataset of the Open Reaction Database (ORD), a public repository of structured organic reaction records. describe an organic reaction: reactants, conditions, products, and yield RXN SMILES: [CH3:16][N:17]([CH3:18])[CH:19]=[O:20].[CH3:25][C:26]([Cl:27])([Cl:28])[Cl:29].[Cl:21][CH2:22][C:23]#[N:24].[K+:10].[K+:11].[O-:12][C:13]([O-:14])=[O:15].[OH2:30].[OH:1][c:2]1[cH:3][cH:4][c:5]([C:8]#[N:9])[cH:6][cH:7]1>>[O:1]([c:2]1[cH:3][cH:4][c:5]([C:8]#[N:9])[cH:6][cH:7]1)[CH2:22][C:23]#[N:24]. Starting materials: CN(C)C=O, CC(Cl)(Cl)Cl, N#CCCl, [K+], [K+], O=C([O-])[O-], O, N#Cc1ccc(O)cc1. Yields the product N#CCOc1ccc(C#N)cc1. Reactants: BrC=1C(=C(SC1)C(=O)NC1=C(C=CC(=C1)C(NC1CC1)=O)C)C (4-bromo-N-(5-(cyclopropylcarbamoyl)-2-methylphenyl)-3-methylthiophene-2-carboxamide), FC1=CC=C(C=N1)B(O)O (6-fluoropyridin-3-ylboronic acid). Yields the product C1(CC1)NC(=O)C=1C=CC(=C(C1)NC(=O)C=1SC=C(C1C)C=1C=NC(=CC1)F)C (N-(5-(Cyclopropylcarbamoyl)-2-methylphenyl)-4-(6-fluoropyridin-3-yl)-3-methylthiophene-2-carboxamide). As a reaction SMILES: Br[C:2]1[C:3]([CH3:23])=[C:4]([C:7]([NH:9][C:10]2[CH:15]=[C:14]([C:16](=[O:21])[NH:17][CH:18]3[CH2:20][CH2:19]3)[CH:13]=[CH:12][C:11]=2[CH3:22])=[O:8])[S:5][CH:6]=1.[F:24][C:25]1[N:30]=[CH:29][C:28](B(O)O)=[CH:27][CH:26]=1>>[CH:18]1([NH:17][C:16]([C:14]2[CH:13]=[CH:12][C:11]([CH3:22])=[C:10]([NH:9][C:7]([C:4]3[S:5][CH:6]=[C:2]([C:28]4[CH:29]=[N:30][C:25]([F:24])=[CH:26][CH:27]=4)[C:3]=3[CH3:23])=[O:8])[CH:15]=2)=[O:21])[CH2:20][CH2:19]1. Reported procedure: The title compound was prepared by coupling 4-bromo-N-(5-(cyclopropylcarbamoyl)-2-methylphenyl)-3-methylthiophene-2-carboxamide with commercially available 6-fluoropyridin-3-ylboronic acid using the method described in Step B of Example 136 to afford a white solid (Example 199). HPLC Ret time=2.98 min. LCMS [M+H]+ 410.25. Starting materials: [BH4-], CN(C)C=O, N#CCCl, N#CSc1ccc(N)c([N+](=O)[O-])c1, [Na+], O. Yields the product N#CCSc1ccc(N)c([N+](=O)[O-])c1. RXN SMILES: [BH4-:19].[CH3:14][N:15]([CH3:16])[CH:17]=[O:18].[Cl:21][CH2:22][C:23]#[N:24].[NH2:1][c:2]1[c:3]([N+:11](=[O:12])[O-:13])[cH:4][c:5]([S:8][C:9]#[N:10])[cH:6][cH:7]1.[Na+:20].[OH2:25]>>[NH2:1][c:2]1[c:3]([N+:11](=[O:12])[O-:13])[cH:4][c:5]([S:8][CH2:9][C:14]#[N:15])[cH:6][cH:7]1. As a reaction SMILES: [CH3:24][S:25](=[O:26])(=[O:27])[NH2:28].[CH3:29][CH2:30][N:31]=[C:32]=[N:33][CH2:34][CH2:35][CH2:36][N:37]([CH3:38])[CH3:39].[CH3:41][N:42]([c:43]1[cH:44][cH:45][n:46][cH:47][cH:48]1)[CH3:49].[O:50]=[CH:51][N:52]([CH3:53])[CH3:54].[OH2:40].[c:1]1([NH:7][c:8]2[n:9][c:10]3[cH:11][c:12]([C:21](=[O:22])[OH:23])[cH:13][cH:14][c:15]3[c:16]3[c:17]2[cH:18][cH:19][s:20]3)[cH:2][cH:3][cH:4][cH:5][cH:6]1>>[c:1]1([NH:7][c:8]2[n:9][c:10]3[cH:11][c:12]([C:21](=[O:23])[NH:28][S:25]([CH3:24])(=[O:26])=[O:27])[cH:13][cH:14][c:15]3[c:16]3[c:17]2[cH:18][cH:19][s:20]3)[cH:2][cH:3][cH:4][cH:5][cH:6]1. Reactants: CS(N)(=O)=O, CCN=C=NCCCN(C)C, CN(C)c1ccncc1, CN(C)C=O, O, O=C(O)c1ccc2c(c1)nc(Nc1ccccc1)c1ccsc12. Yields the product CS(=O)(=O)NC(=O)c1ccc2c(c1)nc(Nc1ccccc1)c1ccsc12. Reactants: 1,4-dihydro-5-alkyl-4-oxo-pyrrolo[2,1-f][1,2,4]triazine-6-carboxylates, C(\C=C\C)(=O)OC (methyl crotonate), N1N=NC(=C2C1=CC=N2)C(=O)N (pyrrolotriazine carboxamide), C(C1=CC=CC=C1)(=O)N (benzamide), S(=O)(=O)(C1=CC=C(C)C=C1)C[N+]#[C-] (tosylmethyl isocyanide). Product: COC(=O)C1=CNC=C1C (4-methylpyrrole-3-carboxylic acid methyl ester). RXN SMILES: N1[C:6]2=[CH:7][CH:8]=[N:9][C:5]2=C(C(N)=O)N=N1.[C:13](N)(=O)C1C=CC=CC=1.[C:22]([O:27][CH3:28])(=[O:26])/C=C/C.S(C[N+]#[C-])(C1C=CC(C)=CC=1)(=O)=O>>[CH3:28][O:27][C:22]([C:7]1[C:6]([CH3:13])=[CH:5][NH:9][CH:8]=1)=[O:26]. Reported procedure: WO 00/71129 describes the preparation of 1,4-dihydro-5-alkyl-4-oxo-pyrrolo[2,1-f][1,2,4]triazine-6-carboxylates, key intermediates in the synthesis of pyrrolotriazine carboxamide and benzamide compounds of formula I, by reacting a Michael acceptor such as methyl crotonate with an anion of tosylmethyl isocyanide (TosMIC) to give 4-methylpyrrole-3-carboxylic acid methyl ester. The resulting 4-methylpyrrole-3-carboxylic acid methyl ester is acylated with trichloroacetyl chloride in the presence of ... Reactants: FC=1C=C2C=CC(=CC2=CC1)C(=O)O (6-fluoro-naphthalene-2-carboxylic acid), B.C1CCOC1 (BH3.THF). Reaction conditions: time 8 hour. Yields the product FC=1C=C2C=CC(=CC2=CC1)CO ((6-fluoro-naphthalen-2-yl)-methanol). Yield: 81.9%. Reaction SMILES: [F:1][C:2]1[CH:3]=[C:4]2[C:9](=[CH:10][CH:11]=1)[CH:8]=[C:7]([C:12](O)=[O:13])[CH:6]=[CH:5]2.B.C1COCC1>>[F:1][C:2]1[CH:3]=[C:4]2[C:9](=[CH:10][CH:11]=1)[CH:8]=[C:7]([CH2:12][OH:13])[CH:6]=[CH:5]2 |f:1.2|. Reported procedure: To a solution of 6-fluoro-naphthalene-2-carboxylic acid (3.0 g, 15.8 mmol) was added BH3.THF (31.6 mL, 31.6 mmol). The reaction mixture was stirred overnight before being concentrated. To the residue was added diethyl ether (100 mL) and NaOH solution (10 mL). The organic layer was separated, dried and concentrated. The resultant residue was purified by silica gel column chromatography (ethyl acetate/hexane 1:7) to afford (6-fluoro-naphthalen-2-yl)-methanol (2.28 g, 82%). The reactants are O=C1C2=C(N=C3N1C=C(C=C3)C(=O)O)CCS2 (3,10-dihydro-10-oxo-1H-pyrido[1,2-a]thieno[3,2-d]pyrimidine-7-carboxylic acid), C(=O)(N1C=NC=C1)N1C=NC=C1 (1,1'-carbonyldiimidazole), C([O-])(O)=O.[Na+] (sodium bicarbonate). Run in O1CCCC1 (tetrahydrofuran), CN(C=O)C (dimethylformamide). Conditions: time 2 hour. Yields the product O=C1C2=C(N=C3N1C=C(C=C3)C(=O)N)CCS2 (3,10-Dihydro-10-oxo-1H-pyrido[1,2-a]thieno[3,2-d]pyrimidine-7-carboxamide). RXN SMILES: [O:1]=[C:2]1[N:7]2[CH:8]=[C:9]([C:12](O)=[O:13])[CH:10]=[CH:11][C:6]2=[N:5][C:4]2[CH2:15][CH2:16][S:17][C:3]1=2.C(N1C=CN=C1)([N:20]1C=CN=C1)=O.C(=O)(O)[O-].[Na+]>O1CCCC1.CN(C)C=O>[O:1]=[C:2]1[N:7]2[CH:8]=[C:9]([C:12]([NH2:20])=[O:13])[CH:10]=[CH:11][C:6]2=[N:5][C:4]2[CH2:15][CH2:16][S:17][C:3]1=2 |f:2.3|. Procedure details: A mixture of 3,10-dihydro-10-oxo-1H-pyrido[1,2-a]thieno[3,2-d]pyrimidine-7-carboxylic acid (3.0g., 0.012 mol) and 1,1'-carbonyldiimidazole (2.0 g., 0.012 mol) in tetrahydrofuran (180 ml) and dimethylformamide (3.5 ml) is refluxed under nitrogen for 5 hours. The solution is cooled in an ice-bath and anhydrous ammonia is bubbled through for 15 minutes. The mixture is stirred at ice-bath temperature for 2 hours and at room temperature for one hour. The reaction mixture is cooled and the precipitate...